Dataset: the Open Reaction Database (ORD), a public repository of structured organic reaction records. Task: describe an organic reaction: reactants, conditions, products, and yield Starting materials: CN(C1CCOCC1)CC1=CC=C(N)C=C1 (4-[[N-methyl-N-(tetrahydropyran-4-yl)amino]methyl]aniline), CN(C)C=O (DMF), C(CCC)OCCOC1=CC=C(C=C1)C=1C=CC2=C(C=C(CCN2CC2=CC=NN2C)C(=O)O)C1 (7-(4-butoxyethoxyphenyl)-1-[(1-methylpyrazol-5-yl)methyl]-2,3-dihydro-1-benzazepine-4-carboxylic acid), S(=O)(Cl)Cl (thionyl chloride). Run in O1CCCC1 (tetrahydrofuran), C(C)N(CC)CC (triethylamine), O (water), O1CCCC1 (tetrahydrofuran). Reaction conditions: time 1 hour. Yields the product C(CCC)OCCOC1=CC=C(C=C1)C=1C=CC2=C(C=C(CCN2CC2=CC=NN2C)C(=O)NC2=CC=C(C=C2)CN(C2CCOCC2)C)C1 (7-(4-butoxyethoxyphenyl)-1-[(1-methylpyrazol-5-yl)methyl]-N-[4-[[N-methyl-N-(tetrahydropyran-4-yl)amino]methyl]phenyl]-2,3-dihydro-1-benzazepine-4-carboxamide). Isolated yield 21.0%. Reaction SMILES: CN(C=O)C.[CH2:6]([O:10][CH2:11][CH2:12][O:13][C:14]1[CH:19]=[CH:18][C:17]([C:20]2[CH:21]=[CH:22][C:23]3[N:29]([CH2:30][C:31]4[N:35]([CH3:36])[N:34]=[CH:33][CH:32]=4)[CH2:28][CH2:27][C:26]([C:37]([OH:39])=O)=[CH:25][C:24]=3[CH:40]=2)=[CH:16][CH:15]=1)[CH2:7][CH2:8][CH3:9].S(Cl)(Cl)=O.[CH3:45][N:46]([CH2:53][C:54]1[CH:60]=[CH:59][C:57]([NH2:58])=[CH:56][CH:55]=1)[CH:47]1[CH2:52][CH2:51][O:50][CH2:49][CH2:48]1>O1CCCC1.O.C(N(CC)CC)C>[CH2:6]([O:10][CH2:11][CH2:12][O:13][C:14]1[CH:15]=[CH:16][C:17]([C:20]2[CH:21]=[CH:22][C:23]3[N:29]([CH2:30][C:31]4[N:35]([CH3:36])[N:34]=[CH:33][CH:32]=4)[CH2:28][CH2:27][C:26]([C:37]([NH:58][C:57]4[CH:59]=[CH:60][C:54]([CH2:53][N:46]([CH3:45])[CH:47]5[CH2:52][CH2:51][O:50][CH2:49][CH2:48]5)=[CH:55][CH:56]=4)=[O:39])=[CH:25][C:24]=3[CH:40]=2)=[CH:18][CH:19]=1)[CH2:7][CH2:8][CH3:9]. Reported procedure: One droplet of DMF was added to a solution of 7-(4-butoxyethoxyphenyl)-1-[(1-methylpyrazol-5-yl)methyl]-2,3-dihydro-1-benzazepine-4-carboxylic acid (200 mg) in tetrahydrofuran (10 ml). Then, thionyl chloride (150 mg) was added at 0° C., the temperature was returned to room temperature, and the mixture was stirred under nitrogen atmosphere for 1 hour. Then, this mixture was added to a solution of 4-[[N-methyl-N-(tetrahydropyran-4-yl)amino]methyl]aniline (111 mg) and triethylamine (1.0 g) in tetra... Reactants: C1CCOC1, [Li]CCCC, O=C(C1CC1)C1CC1, c1cscn1. Product: OC(c1nccs1)(C1CC1)C1CC1. Reaction SMILES: [CH2:19]1[O:20][CH2:21][CH2:22][CH2:23]1.[CH2:1]([Li:2])[CH2:3][CH2:4][CH3:5].[CH:11]1([C:14](=[O:15])[CH:16]2[CH2:17][CH2:18]2)[CH2:12][CH2:13]1.[cH:6]1[cH:7][s:8][cH:9][n:10]1>>[cH:6]1[cH:7][s:8][c:9]([C:14]([CH:11]2[CH2:12][CH2:13]2)([OH:15])[CH:16]2[CH2:17][CH2:18]2)[n:10]1. The reactants are [BH4-], ClCCl, CC(C)O, CC(C)(CO)C(=O)C(Oc1ccc(Cl)cc1)n1cncn1, [Na+], O. Yields the product CC(C)(CO)C(O)C(Oc1ccc(Cl)cc1)n1cncn1. RXN SMILES: [BH4-:22].[CH2:25]([Cl:26])[Cl:27].[CH:28]([OH:29])([CH3:30])[CH3:31].[Cl:1][c:2]1[cH:3][cH:4][c:5]([O:6][CH:7]([C:8]([C:9]([CH2:10][OH:11])([CH3:12])[CH3:13])=[O:14])[n:15]2[n:16][cH:17][n:18][cH:19]2)[cH:20][cH:21]1.[Na+:23].[OH2:24]>>[Cl:1][c:2]1[cH:3][cH:4][c:5]([O:6][CH:7]([CH:8]([C:9]([CH2:10][OH:11])([CH3:12])[CH3:13])[OH:14])[n:15]2[n:16][cH:17][n:18][cH:19]2)[cH:20][cH:21]1. The solvent is CN(C(C)=O)C (N,N-dimethylacetamide), C(C)(=O)OCC (ethyl acetate). The yield is 35.0%. Reported procedure: To a solution of 3-(1-cyano-1-methylethyl)benzoyl chloride synthesized above in N,N-dimethylacetamide (2.0 mL) was added N-[6-(5-amino-2-methylphenoxy)[1,2,4]triazolo[1,5-a]pyridin-2-yl]cyclopropanecarboxamide (75 mg, 0.233 mmol), and the mixture was stirred at room temperature for 10 hr. The reaction mixture was diluted with ethyl acetate (100 mL), washed with 5% aqueous sodium hydrogen carbonate solution (50 mL) and saturated brine (50 mL), and dried over anhydrous sodium sulfate. The insolubl... Reaction SMILES: [C:1]([C:3]([C:6]1[CH:7]=[C:8]([CH:12]=[CH:13][CH:14]=1)[C:9](Cl)=[O:10])([CH3:5])[CH3:4])#[N:2].[NH2:15][C:16]1[CH:17]=[CH:18][C:19]([CH3:38])=[C:20]([CH:37]=1)[O:21][C:22]1[CH:23]=[CH:24][C:25]2[N:26]([N:28]=[C:29]([NH:31][C:32]([CH:34]3[CH2:36][CH2:35]3)=[O:33])[N:30]=2)[CH:27]=1>CN(C)C(=O)C.C(OCC)(=O)C>[C:1]([C:3]([C:6]1[CH:7]=[C:8]([CH:12]=[CH:13][CH:14]=1)[C:9]([NH:15][C:16]1[CH:17]=[CH:18][C:19]([CH3:38])=[C:20]([O:21][C:22]2[CH:23]=[CH:24][C:25]3[N:26]([N:28]=[C:29]([NH:31][C:32]([CH:34]4[CH2:36][CH2:35]4)=[O:33])[N:30]=3)[CH:27]=2)[CH:37]=1)=[O:10])([CH3:5])[CH3:4])#[N:2]. Yields the product C(#N)C(C)(C)C=1C=C(C(=O)NC2=CC(=C(C=C2)C)OC=2C=CC=3N(C2)N=C(N3)NC(=O)C3CC3)C=CC1 (3-(1-cyano-1-methylethyl)-N-[3-({2-[(cyclopropylcarbonyl)amino][1,2,4]triazolo[1,5-a]pyridin-6-yl}oxy)-4-methylphenyl]benzamide). Run at time 10 hour. Starting materials: C(#N)C(C)(C)C=1C=C(C(=O)Cl)C=CC1 (3-(1-cyano-1-methylethyl)benzoyl chloride), NC=1C=CC(=C(OC=2C=CC=3N(C2)N=C(N3)NC(=O)C3CC3)C1)C (N-[6-(5-amino-2-methylphenoxy)[1,2,4]triazolo[1,5-a]pyridin-2-yl]cyclopropanecarboxamide). Starting materials: Cl.Cl.O=C1CC2(CCNCC2)OC2=CC=C(C=C12)C=1C=NC=C(C(=O)N)C1 (5-{4-oxospiro[chroman-2,4′-piperidin]-6-yl}nicotinamide di-hydrochloride), C1(CC1)C=1N=CC=C2C(=CC(=NC12)C(=O)O)OCCO (8-cyclopropyl-4-(2-hydroxy-ethoxy)-[1,7]naphthyridine-2-carboxylic acid), C1(CC1)C1=NC=CC2=C(C=C(C=C12)C(=O)O)OC (1-cyclopropyl-5-methoxyisoquinoline-7-carboxylic acid). Product: C1(CC1)C=1N=CC=C2C(=CC(=NC12)C(=O)N1CCC2(CC1)OC1=CC=C(C=C1C(C2)=O)C=2C=NC=C(C(=O)N)C2)OCCO (5-(1′-{[8-Cyclopropyl-4-(2-hydroxyethoxy)-1,7-naphthyridin-2-yl]carbonyl}-4-oxospiro[chroman-2,4′-piperidin]-6-yl)nicotinamide). Reaction SMILES: Cl.Cl.[O:3]=[C:4]1[C:18]2[C:13](=[CH:14][CH:15]=[C:16]([C:19]3[CH:20]=[N:21][CH:22]=[C:23]([CH:27]=3)[C:24]([NH2:26])=[O:25])[CH:17]=2)[O:12][C:6]2([CH2:11][CH2:10][NH:9][CH2:8][CH2:7]2)[CH2:5]1.[CH:28]1([C:31]2[N:32]=[CH:33][CH:34]=[C:35]3[C:40]=2[N:39]=[C:38]([C:41](O)=[O:42])[CH:37]=[C:36]3[O:44][CH2:45][CH2:46][OH:47])[CH2:30][CH2:29]1.C1(C2C3C(=C(OC)C=C(C(O)=O)C=3)C=CN=2)CC1>>[CH:28]1([C:31]2[N:32]=[CH:33][CH:34]=[C:35]3[C:40]=2[N:39]=[C:38]([C:41]([N:9]2[CH2:10][CH2:11][C:6]4([CH2:5][C:4](=[O:3])[C:18]5[C:13](=[CH:14][CH:15]=[C:16]([C:19]6[CH:20]=[N:21][CH:22]=[C:23]([CH:27]=6)[C:24]([NH2:26])=[O:25])[CH:17]=5)[O:12]4)[CH2:7][CH2:8]2)=[O:42])[CH:37]=[C:36]3[O:44][CH2:45][CH2:46][OH:47])[CH2:29][CH2:30]1 |f:0.1.2|. Procedure: The intended compound was produced according to the procedure described in reference Example 37 but using 5-{4-oxospiro[chroman-2,4′-piperidin]-6-yl}nicotinamide di-hydrochloride and 8-cyclopropyl-4-(2-hydroxy-ethoxy)-[1,7]naphthyridine-2-carboxylic acid in place of methyl 5-{4-oxospiro[chroman-2,4′-piperidin]-6-yl}nicotinate di-hydrochloride and 1-cyclopropyl-5-methoxyisoquinoline-7-carboxylic acid. 1H-NMR (400 MHz, DMSO-d6) δ: 8.99 (2.0H, dd, J=10.6, 2.1 Hz), 8.48-8.45 (1.0H, m), 8.42 (1.0H, d... Reactants: C=C=O, CC(=O)CCC=C(C)C, ClCCl, N#N. Product: CC(C)=CCCC1(C)CC(=O)O1. RXN SMILES: [CH2:10]=[C:11]=[O:12].[CH3:1][C:2](=[CH:3][CH2:4][CH2:5][C:6]([CH3:7])=[O:8])[CH3:9].[Cl:13][CH2:14][Cl:15].[N:16]#[N:17]>>[CH3:1][C:2](=[CH:3][CH2:4][CH2:5][C:6]1([CH3:7])[O:8][C:11](=[O:12])[CH2:10]1)[CH3:9]. Starting materials: ClC1=CC=CC(=N1)CN1C(C=CC=C1)=O (1-[(6-chloropyridin-2-yl)methyl]pyridin-2(1H)-one), [Li+].CC(C)[N-]C(C)C (LDA), ClC(C=1C=NC=CC1)C=1C=NC=CC1 (3-[chloro(pyridin-3-yl)methyl]pyridine). Product: ClC1=CC=CC(=N1)C(C(C=1C=NC=CC1)C=1C=NC=CC1)N1C(C=CC=C1)=O ((±)-1-[1-(6-chloropyridin-2-yl)-2,2-dipyridin-3-ylethyl]pyridin-2(1H)-one). Solvent: C1CCOC1 (THF), C1CCOC1 (THF). As a reaction SMILES: [Cl:1][C:2]1[N:7]=[C:6]([CH2:8][N:9]2[CH:14]=[CH:13][CH:12]=[CH:11][C:10]2=[O:15])[CH:5]=[CH:4][CH:3]=1.[Li+].CC([N-]C(C)C)C.Cl[CH:25]([C:32]1[CH:33]=[N:34][CH:35]=[CH:36][CH:37]=1)[C:26]1[CH:27]=[N:28][CH:29]=[CH:30][CH:31]=1>C1COCC1>[Cl:1][C:2]1[N:7]=[C:6]([CH:8]([N:9]2[CH:14]=[CH:13][CH:12]=[CH:11][C:10]2=[O:15])[CH:25]([C:32]2[CH:33]=[N:34][CH:35]=[CH:36][CH:37]=2)[C:26]2[CH:27]=[N:28][CH:29]=[CH:30][CH:31]=2)[CH:5]=[CH:4][CH:3]=1 |f:1.2|. Run at temperature -78 celsius, time 1 hour. Reported procedure: To the solution of 1-[(6-chloropyridin-2-yl)methyl]pyridin-2(1H)-one (0.3 g, 1.36 mmol) in THF (6 mL) at −78° C. was added LDA(0.83 mL, 1.8 M) and stirred at −78° C. for 1 h. The solution of 3-[chloro(pyridin-3-yl)methyl]pyridine (0.278 g, 1.36 mmol) in THF (3 mL) was added and the mixture was warmed to 0° C. and stirred at 0° C. for 1 h. The reaction was quenched with water and extracted with CH2Cl2. The combined organic layer was dried, filtered, and concentrated. The residue was purified by s... Reported procedure: The compound was prepared from (S)-2-benzyloxycarbonylamino-3-((4,4-dimethyl-3-(4-(3-(2-methylphenyl)ureido)benzyl)-2,5-dioxoimidazolidin-1-yl)acetylamino)propionic acid and isopropanol as described in Examples 95, 96, 98-102 and 104-116. Batch size: 0.465 mmol of the starting propionic acid. Yield: 233 mg. The product is C(C1=CC=CC=C1)OC(=O)N[C@H](C(=O)OC(C)C)CNC(CN1C(N(C(C1=O)(C)C)CC1=CC=C(C=C1)NC(=O)NC1=C(C=CC=C1)C)=O)=O (Isopropyl (S)-2-Benzyloxycarbonylamino-3-((4,4-dimethyl-3-(4-(3-(2-methylphenyl)ureido)-benzyl)-2,5-dioxoimidazolidin-1-yl)acetylamino)propionate). Solvent: C(C)(C)O (isopropanol). The reactants are C(C1=CC=CC=C1)OC(=O)N[C@H](C(=O)O)CNC(CN1C(N(C(C1=O)(C)C)CC1=CC=C(C=C1)NC(=O)NC1=C(C=CC=C1)C)=O)=O ((S)-2-benzyloxycarbonylamino-3-((4,4-dimethyl-3-(4-(3-(2-methylphenyl)ureido)benzyl)-2,5-dioxoimidazolidin-1-yl)acetylamino)propionic acid), C(CC)(=O)O (propionic acid). RXN SMILES: [CH2:1]([O:8][C:9]([NH:11][C@@H:12]([CH2:16][NH:17][C:18](=[O:47])[CH2:19][N:20]1[C:24](=[O:25])[C:23]([CH3:27])([CH3:26])[N:22]([CH2:28][C:29]2[CH:34]=[CH:33][C:32]([NH:35][C:36]([NH:38][C:39]3[CH:44]=[CH:43][CH:42]=[CH:41][C:40]=3[CH3:45])=[O:37])=[CH:31][CH:30]=2)[C:21]1=[O:46])[C:13]([OH:15])=[O:14])=[O:10])[C:2]1[CH:7]=[CH:6][CH:5]=[CH:4][CH:3]=1.[C:48](O)(=O)[CH2:49][CH3:50]>C(O)(C)C>[CH2:1]([O:8][C:9]([NH:11][C@@H:12]([CH2:16][NH:17][C:18](=[O:47])[CH2:19][N:20]1[C:24](=[O:25])[C:23]([CH3:27])([CH3:26])[N:22]([CH2:28][C:29]2[CH:30]=[CH:31][C:32]([NH:35][C:36]([NH:38][C:39]3[CH:44]=[CH:43][CH:42]=[CH:41][C:40]=3[CH3:45])=[O:37])=[CH:33][CH:34]=2)[C:21]1=[O:46])[C:13]([O:15][CH:49]([CH3:50])[CH3:48])=[O:14])=[O:10])[C:2]1[CH:7]=[CH:6][CH:5]=[CH:4][CH:3]=1.